Dataset: the Open Reaction Database (ORD), a public repository of structured organic reaction records. Task: describe an organic reaction: reactants, conditions, products, and yield Reactants: [H-].[Al+3].[Li+].[H-].[H-].[H-] (lithium aluminum hydride), COC=1C=C(C(=O)O)C=C(C1)OC (3,5-dimethoxybenzoic acid). The solvent is C1CCOC1 (THF), C1CCOC1 (THF), C1CCOC1 (THF). Conditions: temperature 0 celsius, time 5 hour. The product is COC=1C=C(CO)C=C(C1)OC (3,5-dimethoxy benzyl alcohol). Yield: 97.9%. As a reaction SMILES: [H-].[Al+3].[Li+].[H-].[H-].[H-].[CH3:7][O:8][C:9]1[CH:10]=[C:11]([CH:15]=[C:16]([O:18][CH3:19])[CH:17]=1)[C:12](O)=[O:13]>C1COCC1>[CH3:19][O:18][C:16]1[CH:15]=[C:11]([CH:10]=[C:9]([O:8][CH3:7])[CH:17]=1)[CH2:12][OH:13] |f:0.1.2.3.4.5|. Procedure: A stirred suspension of lithium aluminum hydride (13.1 g, 329 mmol, 2 equiv) in dry THF (400 mL) was cooled at 0° C. A solution of 3,5-dimethoxybenzoic acid (30.0 g, 164 mmol, 1 equiv) in dry THF (400 mL) was added over 45 min via addition funnel. Upon completion of the addition the reaction became a gray heterogeneous mixture, therefore and additional 300 mL of THF was added. The reaction mixture was allowed to warm to room temperature and stir for 5 h. The reaction mixture was quenched with a ... Reactants: N1CCC(CC1)NC1=CC=C(N=N1)C#N (6-(Piperidin-4-ylamino)-pyridazine-3-carbonitrile), ClC=1C=C(CBr)C=CC1 (3-chlorobenzyl bromide), C(C)(C)N(CC)C(C)C (diisopropylethylamine). The solvent is C(C)#N (acetonitrile), ClCCl (dichloromethane). Conditions: temperature 120 celsius, time 5 minute. The product is ClC=1C=C(CN2CCC(CC2)NC2=CC=C(N=N2)C#N)C=CC1 (6-[1-(3-Chloro-benzyl)-piperidin-4-ylamino]-pyridazine-3-carbonitrile). Isolated yield 39.2%. As a reaction SMILES: [NH:1]1[CH2:6][CH2:5][CH:4]([NH:7][C:8]2[N:13]=[N:12][C:11]([C:14]#[N:15])=[CH:10][CH:9]=2)[CH2:3][CH2:2]1.[Cl:16][C:17]1[CH:18]=[C:19]([CH:22]=[CH:23][CH:24]=1)[CH2:20]Br.C(N(C(C)C)CC)(C)C>C(#N)C.ClCCl>[Cl:16][C:17]1[CH:18]=[C:19]([CH:22]=[CH:23][CH:24]=1)[CH2:20][N:1]1[CH2:2][CH2:3][CH:4]([NH:7][C:8]2[N:13]=[N:12][C:11]([C:14]#[N:15])=[CH:10][CH:9]=2)[CH2:5][CH2:6]1. Procedure details: A mixture of 6-(piperidin-4-ylamino)-pyridazine-3-carbonitrile (D3) (0.150 g, 0.74 mmol), 3-chlorobenzyl bromide (0.102 ml, 0.78 mol) and diisopropylethylamine (0.196 ml, 1.11 mol) in acetonitrile (2 ml) was stirred at 120° C. for 5 min., under microwave irradiation (Biotage MW-oven). The reaction mixture was then diluted with dichloromethane and extracted with a saturated solution of sodium carbonate. The organic layers were separated, dried (Na2SO4), filtered and the solvent evaporated in vacu... Reactants: Cl.Cl.C(C)OC(=O)[C@H](CCCCC1CCNCC1)N[C@@H]1C(N(C[C@H](CC1)C1=CC=CC=C1)CC(=O)O)=O (rel-α-{3(S)-[1(S)-Ethoxycarbonyl-5-(4-piperidyl)pentylamino]-2-oxo-6(R)-phenylperhydroazepin-1-yl}acetic acid dihydrochloride), aqueous solution, [OH-].[Na+] (sodium hydroxide), Cl (hydrochloric acid). Product: C(=O)(O)[C@H](CCCCC1CCNCC1)N[C@@H]1C(N(C[C@H](CC1)C1=CC=CC=C1)CC(=O)O)=O (rel-α-{3(S)-[1(S)-Carboxy-5-(4-piperidyl)pentylamino]-2-oxo-6(R)-phenylperhydroazepin-1-yl}acetic acid). Yield: 90.7%. RXN SMILES: Cl.Cl.C([O:5][C:6]([C@@H:8]([NH:19][C@H:20]1[CH2:26][CH2:25][C@H:24]([C:27]2[CH:32]=[CH:31][CH:30]=[CH:29][CH:28]=2)[CH2:23][N:22]([CH2:33][C:34]([OH:36])=[O:35])[C:21]1=[O:37])[CH2:9][CH2:10][CH2:11][CH2:12][CH:13]1[CH2:18][CH2:17][NH:16][CH2:15][CH2:14]1)=[O:7])C.[OH-].[Na+].Cl>>[C:6]([C@@H:8]([NH:19][C@H:20]1[CH2:26][CH2:25][C@H:24]([C:27]2[CH:28]=[CH:29][CH:30]=[CH:31][CH:32]=2)[CH2:23][N:22]([CH2:33][C:34]([OH:36])=[O:35])[C:21]1=[O:37])[CH2:9][CH2:10][CH2:11][CH2:12][CH:13]1[CH2:18][CH2:17][NH:16][CH2:15][CH2:14]1)([OH:7])=[O:5] |f:0.1.2,3.4|. Procedure: A solution of 300 mg of rel-α-{3(S)-[1(S)ethoxycarbonyl-5-(4-piperidyl)pentylamino]-2-oxo-6(R)-phenylperhydroazepin-1-yl}acetic acid dihydrochloride (prepared as described in Example 22) in 3.2 ml of a 1N aqueous solution of sodium hydroxide was stirred for 16 hours at room temperature, and then its pH value was adjusted to a value of 4.5 by adding 1N aqueous hydrochloric acid. The resulting precipitate was collected by filtration and dissolved again in water containing a small amount of acetic ... Reactants: COC(C1=C(N=C(C=C1)OCC1=CC=CC=C1)C(C1=CC=CC=C1)=O)=O (2-Benzoyl-6-benzyloxynicotinic acid methyl ester), O.NN (hydrazine monohydrate). Solvent: C(C)O (ethanol). Yields the product C(C1=CC=CC=C1)OC=1C=CC2=C(C(=NNC2=O)C2=CC=CC=C2)N1 (2-Benzyloxy-8-phenyl-6H-pyrido[2,3-d]pridazin-5-one). Reaction SMILES: C[O:2][C:3](=O)[C:4]1[CH:9]=[CH:8][C:7]([O:10][CH2:11][C:12]2[CH:17]=[CH:16][CH:15]=[CH:14][CH:13]=2)=[N:6][C:5]=1[C:18](=O)[C:19]1[CH:24]=[CH:23][CH:22]=[CH:21][CH:20]=1.O.[NH2:28][NH2:29]>C(O)C>[CH2:11]([O:10][C:7]1[CH:8]=[CH:9][C:4]2[C:3](=[O:2])[NH:29][N:28]=[C:18]([C:19]3[CH:24]=[CH:23][CH:22]=[CH:21][CH:20]=3)[C:5]=2[N:6]=1)[C:12]1[CH:17]=[CH:16][CH:15]=[CH:14][CH:13]=1 |f:1.2|. Procedure: 2-Benzoyl-6-benzyloxynicotinic acid methyl ester (1.14 g) and hydrazine monohydrate (0.40 ml) were stirred together in ethanol (50 ml) at reflux overnight. The reaction was cooled (ice bath) precipitating a solid, which was separated by filtration and washed with diethyl ether. This was 2-benzyloxy-8-phenyl-6H-pyrido[2,3-d]pridazin-5-one (0.845 g). 1H NMR (400 MHz, DMSO) δ5.42 (2H, s), 7.33 (6H, m), 7.50 (3H, m), 7.86 (2H, m), 8.51 (1H, d, J=9.7 Hz), 13.04 (1H, s); MS (ES+) m/e 330 [MH]+.